This data is from the Open Reaction Database (ORD), a public repository of structured organic reaction records. The task is: describe an organic reaction: reactants, conditions, products, and yield Starting materials: OC(COC1=C(C=CC=C1)O)(C)C (2-(2-hydroxy-2-methylpropoxy)phenol), C1(=CC=C(C=C1)S(=O)(=O)O)C (para-toluensulfonic acid), C1(=CC=CC=C1)C (toluene). Run at temperature 111 celsius. The product is CC1(CC2=C(O1)C(=CC=C2)O)C (carbofuran phenol). Reaction SMILES: [OH:1][C:2](C)([CH3:12])[CH2:3]OC1C=CC=CC=1O.C1(C)C=CC(S(O)(=O)=[O:21])=CC=1.[C:25]1([CH3:31])[CH:30]=[CH:29][CH:28]=[CH:27][CH:26]=1>>[CH3:3][C:2]1([CH3:12])[O:1][C:26]2[C:27]([OH:21])=[CH:28][CH:29]=[CH:30][C:25]=2[CH2:31]1. Procedure: Preferably, in this step, the intermediate 2-(2-hydroxy-2-methylpropoxy)phenol is combined with para-toluensulfonic acid and toluene and heated to reflux (approximately 111° C.) to produce carbofuran phenol. Starting materials: COC(=O)C=1SC=2C(COC3=C(C2N1)C=C(C=C3)Br)(C)O (9-Bromo-4-hydroxy-4-methyl-4,5-dihydro-6-oxa-3-thia-1-aza-benzo[e]azulene-2-carboxylic acid methyl ester), CC(C)(C#C)O (2-methyl-3-butyn-2-ol), C1=CC=C(C=C1)P(C2=CC=CC=C2)C3=CC=CC=C3 (PPh3). Reagents/catalysts: CC(=O)[O-].CC(=O)[O-].[Pd+2] (Pd(OAc)2), [Cu]I (CuI). Run in CCN(CC)CC (Et3N). Reaction conditions: temperature 80 celsius, time 8 hour. The product is COC(=O)C=1SC=2C(COC3=C(C2N1)C=C(C=C3)C#CC(C)(C)O)(C)O (4-Hydroxy-9-(3-hydroxy-3-methyl-but-1-ynyl)-4-methyl-4,5-dihydro-6-oxa-3-thia-1-aza-benzo[e]azulene-2-carboxylic acid methyl ester). Yield: 80.3%. As a reaction SMILES: [CH3:1][O:2][C:3]([C:5]1[S:6][C:7]2[C:8]([OH:21])([CH3:20])[CH2:9][O:10][C:11]3[CH:18]=[CH:17][C:16](Br)=[CH:15][C:12]=3[C:13]=2[N:14]=1)=[O:4].[CH3:22][C:23]([OH:27])([C:25]#[CH:26])[CH3:24].C1C=CC(P(C2C=CC=CC=2)C2C=CC=CC=2)=CC=1>CCN(CC)CC.CC([O-])=O.CC([O-])=O.[Pd+2].[Cu]I>[CH3:1][O:2][C:3]([C:5]1[S:6][C:7]2[C:8]([OH:21])([CH3:20])[CH2:9][O:10][C:11]3[CH:18]=[CH:17][C:16]([C:26]#[C:25][C:23]([OH:27])([CH3:24])[CH3:22])=[CH:15][C:12]=3[C:13]=2[N:14]=1)=[O:4] |f:4.5.6|. Procedure: A mixture of 9-Bromo-4-hydroxy-4-methyl-4,5-dihydro-6-oxa-3-thia-1-aza-benzo[e]azulene-2-carboxylic acid methyl ester (387 mg, 1.04 mmol), 2-methyl-3-butyn-2-ol (699 mg, 8.32 mmol), Pd(OAc)2 (23 mg, 0.104 mmol), CuI (39 mg, 0.208 mmol) and PPh3 (82 mg, 0.312 mmol) in Et3N (15 mL) was degassed with N2, and the mixture was stirred at 80° C. overnight. The reaction mixture was cooled to room temperature, concentrated and purified by flash column chromatography (silica gel, EtOAc in hexane from 0 to... The reactants are CC(=O)OC(C(C)=O)(c1ccccc1)C1CCCCC1, CO, [Cl-], [K+], [Na+], [OH-]. Yields the product CC(=O)C(O)(c1ccccc1)C1CCCCC1. As a reaction SMILES: [C:1](=[O:2])([CH3:3])[O:4][C:5]([C:6]([CH3:7])=[O:8])([c:9]1[cH:10][cH:11][cH:12][cH:13][cH:14]1)[CH:15]1[CH2:16][CH2:17][CH2:18][CH2:19][CH2:20]1.[CH3:25][OH:26].[Cl-:24].[K+:22].[Na+:23].[OH-:21]>>[OH:4][C:5]([C:6]([CH3:7])=[O:8])([c:9]1[cH:10][cH:11][cH:12][cH:13][cH:14]1)[CH:15]1[CH2:16][CH2:17][CH2:18][CH2:19][CH2:20]1. The reactants are Br, CC(=O)O, [Cu]Br, O=N[O-], N#Cc1ccc(N)c(F)c1, [Na+], O, O=S(=O)(O)O. The product is N#Cc1ccc(Br)c(F)c1. RXN SMILES: [BrH:20].[CH3:24][C:25](=[O:26])[OH:27].[Cu:21][Br:22].[N:1]([O-:2])=[O:3].[NH2:10][c:11]1[c:12]([F:19])[cH:13][c:14]([C:15]#[N:16])[cH:17][cH:18]1.[Na+:4].[OH2:23].[S:5](=[O:6])(=[O:7])([OH:8])[OH:9]>>[c:11]1([Br:20])[c:12]([F:19])[cH:13][c:14]([C:15]#[N:16])[cH:17][cH:18]1. The reactants are [OH-].[NH4+] (ammonium hydroxide), CN(C)C=O (DMF), ClC=1C=CC2=C(C1)C1=CC=CC=C1C=1NC(=NC12)C1=C(C=CC=C1Br)Br (6-chloro-2-(2,6-dibromophenyl)-1H-phenanthro[9,10-d]imidazole), C(#N)[Cu] (CuCN). The solvent is C(C)(=O)OCC (ethyl acetate), O (water). Conditions: temperature 80 celsius, time 8 hour. The product is ClC=1C=CC2=C(C1)C1=CC=CC=C1C=1NC(=NC12)C1=C(C#N)C=CC=C1C#N (2-(6-chloro-1H-phenanthro[9,10-d]imidazol-2-yl)isophthalonitrile). Reaction SMILES: C[N:2]([CH:4]=O)C.[Cl:6][C:7]1[CH:8]=[CH:9][C:10]2[C:23]3[N:22]=[C:21]([C:24]4[C:29](Br)=[CH:28][CH:27]=[CH:26][C:25]=4Br)[NH:20][C:19]=3[C:18]3[C:13](=[CH:14][CH:15]=[CH:16][CH:17]=3)[C:11]=2[CH:12]=1.[C:32]([Cu])#[N:33].[OH-].[NH4+]>C(OCC)(=O)C.O>[Cl:6][C:7]1[CH:8]=[CH:9][C:10]2[C:23]3[N:22]=[C:21]([C:24]4[C:29]([C:4]#[N:2])=[CH:28][CH:27]=[CH:26][C:25]=4[C:32]#[N:33])[NH:20][C:19]=3[C:18]3[C:13](=[CH:14][CH:15]=[CH:16][CH:17]=3)[C:11]=2[CH:12]=1 |f:3.4|. Reported procedure: To a DMF (300 mL) solution of 32 g (65.7 mmol) of 6-chloro-2-(2,6-dibromophenyl)-1H-phenanthro[9,10-d]imidazole from Step 5 was added 14.7 g of CuCN. The reaction was stirred overnight at 80° C., cooled down to room temperature, poured into a mixture of 1.5 L of water, 1.5 L of ethyl acetate and 200 mL of concentrated ammonium hydroxide and stirred 1 hr at room temperature. The aqueous layer was extracted with ethyl acetate and the combined organic layers were washed with 10% ammonium hydroxide,...